Dataset: the Open Reaction Database (ORD), a public repository of structured organic reaction records. Task: describe an organic reaction: reactants, conditions, products, and yield Reactants: CC(=O)O, [K+], [N-]=C=O, CNc1nccc(-c2cccnc2Oc2ccc(N)cc2)n1, O. As a reaction SMILES: [CH3:28][C:29](=[O:30])[OH:31].[K+:26].[N-:23]=[C:24]=[O:25].[NH2:1][c:2]1[cH:3][cH:4][c:5]([O:6][c:7]2[n:8][cH:9][cH:10][cH:11][c:12]2-[c:13]2[n:14][c:15]([NH:19][CH3:20])[n:16][cH:17][cH:18]2)[cH:21][cH:22]1.[OH2:27]>>[NH:1]([c:2]1[cH:3][cH:4][c:5]([O:6][c:7]2[n:8][cH:9][cH:10][cH:11][c:12]2-[c:13]2[n:14][c:15]([NH:19][CH3:20])[n:16][cH:17][cH:18]2)[cH:21][cH:22]1)[C:24]([NH2:23])=[O:25]. Yields the product CNc1nccc(-c2cccnc2Oc2ccc(NC(N)=O)cc2)n1. The reactants are C(C)(=O)OC (methyl acetate), [H-].[Na+] (NaH), C(C)(=O)O (acetic acid), ice, COC=1C=C(C(=O)OC)C=C2C1OCO2 (methyl 3-methoxy-4,5-methylenedioxybenzoate). Run in CN(C=O)C (dimethylformamide), CN(C=O)C (N,N-dimethylformamide). Reaction conditions: time 1 hour. Product: COC=1C=C(C(=O)CC(=O)OC)C=C2C1OCO2 (methyl 3-methoxy-4,5-methylenedioxybenzoylacetate). Yield: 71.6%. As a reaction SMILES: [H-].[Na+].[CH3:3][O:4][C:5]1[CH:6]=[C:7]([CH:12]=[C:13]2[O:17][CH2:16][O:15][C:14]=12)[C:8]([O:10]C)=O.[C:18]([O:21][CH3:22])(=[O:20])[CH3:19].C(O)(=O)C>CN(C)C=O>[CH3:3][O:4][C:5]1[CH:6]=[C:7]([CH:12]=[C:13]2[O:17][CH2:16][O:15][C:14]=12)[C:8]([CH2:19][C:18]([O:21][CH3:22])=[O:20])=[O:10] |f:0.1|. Reported procedure: 2.08 g (52 mmol) of 60% NaH was suspended in 8 ml of N,N-dimethylformamide (DMF) containing 4.20 g (20 mmol) of methyl 3-methoxy-4,5-methylenedioxybenzoate (9), and to this mixture was added dropwise with stirring 2.8 ml (35 mmol) of methyl acetate in 3 ml of dimethylformamide at such a rate that the temperature of the reaction mixture could be maintained at 50°-60° C. After this addition was over, the reaction mixture was kept at 55° C. for one hour, then cooled to room temperature and added wi...